From a dataset of the Open Reaction Database (ORD), a public repository of structured organic reaction records. describe an organic reaction: reactants, conditions, products, and yield Reactants: C(C)(C)(C)OC([C@H](CC1=CC=C(C=C1)O)NC(=O)OCC1C2=CC=CC=C2C=2C=CC=CC12)=O ((S)-2-(9H-Fluoren-9-ylmethoxycarbonylamino)-3-(4-hydroxyphenyl)-propionic acid tert-butyl ester), N1=CC(=CC=C1)CO (3-pyridylcarbinol). Yields the product C(C)(C)(C)OC([C@H](CC1=CC=C(C=C1)OCC=1C=NC=CC1)NC(=O)OCC1C2=CC=CC=C2C=2C=CC=CC12)=O ((S)-2-(9H-Fluoren-9-ylmethoxycarbonylamino)-3-[4-(pyridin-3-ylmethoxy)-phenyl]-propionic acid tert-butyl ester). Reaction SMILES: [C:1]([O:5][C:6](=[O:34])[C@@H:7]([NH:16][C:17]([O:19][CH2:20][CH:21]1[C:33]2[CH:32]=[CH:31][CH:30]=[CH:29][C:28]=2[C:27]2[C:22]1=[CH:23][CH:24]=[CH:25][CH:26]=2)=[O:18])[CH2:8][C:9]1[CH:14]=[CH:13][C:12]([OH:15])=[CH:11][CH:10]=1)([CH3:4])([CH3:3])[CH3:2].[N:35]1[CH:40]=[CH:39][CH:38]=[C:37]([CH2:41]O)[CH:36]=1>>[C:1]([O:5][C:6](=[O:34])[C@@H:7]([NH:16][C:17]([O:19][CH2:20][CH:21]1[C:22]2[CH:23]=[CH:24][CH:25]=[CH:26][C:27]=2[C:28]2[C:33]1=[CH:32][CH:31]=[CH:30][CH:29]=2)=[O:18])[CH2:8][C:9]1[CH:10]=[CH:11][C:12]([O:15][CH2:41][C:37]2[CH:36]=[N:35][CH:40]=[CH:39][CH:38]=2)=[CH:13][CH:14]=1)([CH3:4])([CH3:2])[CH3:3]. Reported procedure: In a manner similar to that described in Example H, the product from Example G ((S)-2-(9H-fluoren-9-ylmethoxycarbonylamino)-3-(4-hydroxyphenyl)-propionic acid tert-butyl ester) (4.39 g, 9.50 mmol) and 3-pyridylcarbinol (0.92 mL, 9.50 mmol) were converted to the title compound. Starting materials: ClC=1N=C(C2=C(N1)C=C(S2)CN2CCC(CC2)C(C)(C)O)N2CCOCC2 (2-(1-((2-chloro-4-morpholinothieno[3,2-d]pyrimidin-6-yl)methyl)piperidin-4-yl)propan-2-ol), BrC1=CN=C(C2=CC=CC=C12)N (4-bromoisoquinolin-1-amine). The product is NC1=NC=C(C2=CC=CC=C12)C=1N=C(C2=C(N1)C=C(S2)CN2CCC(CC2)C(C)(C)O)N2CCOCC2 (2-(1-((2-(1-aminoisoquinolin-4-yl)-4-morpholinothieno[3,2-d]pyrimidin-6-yl)methyl)piperidin-4-yl)propan-2-ol). Reaction SMILES: Cl[C:2]1[N:3]=[C:4]([N:22]2[CH2:27][CH2:26][O:25][CH2:24][CH2:23]2)[C:5]2[S:10][C:9]([CH2:11][N:12]3[CH2:17][CH2:16][CH:15]([C:18]([OH:21])([CH3:20])[CH3:19])[CH2:14][CH2:13]3)=[CH:8][C:6]=2[N:7]=1.Br[C:29]1[C:38]2[C:33](=[CH:34][CH:35]=[CH:36][CH:37]=2)[C:32]([NH2:39])=[N:31][CH:30]=1>>[NH2:39][C:32]1[C:33]2[C:38](=[CH:37][CH:36]=[CH:35][CH:34]=2)[C:29]([C:2]2[N:3]=[C:4]([N:22]3[CH2:27][CH2:26][O:25][CH2:24][CH2:23]3)[C:5]3[S:10][C:9]([CH2:11][N:12]4[CH2:17][CH2:16][CH:15]([C:18]([OH:21])([CH3:20])[CH3:19])[CH2:14][CH2:13]4)=[CH:8][C:6]=3[N:7]=2)=[CH:30][N:31]=1. Procedure: Following the procedures for 108, 2-(1-((2-chloro-4-morpholinothieno[3,2-d]pyrimidin-6-yl)methyl)piperidin-4-yl)propan-2-ol and 4-bromoisoquinolin-1-amine were converted to 130. LCMS: M+H+=519. 1H NMR (400 MHz, DMSO) δ 8.99 (d, J=8.5, 1H), 8.58 (s, 1H), 8.26 (d, J=8.5, 1H), 8.17 (s, 2H), 7.68 (t, J=7.6, 1H), 7.50 (t, J=7.5, 1H), 7.37 (s, 1H), 7.12 (s, 1H), 4.00-3.89 (m, 4H), 3.86-3.75 (m, 6H), 2.99 (d, J=11.0, 2H), 1.97 (t, J=11.2, 2H), 1.65 (t, J=15.4, 2H), 1.37-1.11 (m, 3H), 1.04 (s, 6H)